The task is: describe an organic reaction: reactants, conditions, products, and yield. This data is from the Open Reaction Database (ORD), a public repository of structured organic reaction records. Reactants: Cl.CNCCCC(=O)O (4-(Methylamino)butyric acid hydrochloride), Cl (HCl), C([O-])([O-])=O.[K+].[K+] (potassium carbonate), ClC(=O)OC (Methyl chloroformate). The solvent is O (water), O1CCOCC1 (dioxane), O (water). Product: COC(=O)N(CCCC(=O)O)C (4-[(methoxycarbonyl)(methyl)amino]butyric acid). Yield: 170.4%. As a reaction SMILES: Cl.[CH3:2][NH:3][CH2:4][CH2:5][CH2:6][C:7]([OH:9])=[O:8].C(=O)([O-])[O-].[K+].[K+].Cl[C:17]([O:19][CH3:20])=[O:18].Cl>O.O1CCOCC1>[CH3:20][O:19][C:17]([N:3]([CH3:2])[CH2:4][CH2:5][CH2:6][C:7]([OH:9])=[O:8])=[O:18] |f:0.1,2.3.4|. Procedure: 4-(Methylamino)butyric acid hydrochloride (5 g, 32.5 mmol), and potassium carbonate (18 g, 130 mmol) were suspended in water (50 ml) and dioxane (25 ml) then cooled to 0° C. Methyl chloroformate (13 ml, 168 mmol) was added over 1 minute, then the mixture was stirred and allowed to warm slowly to room temperature for 16 hours. Conc. HCl (20 ml) was added then the mixture was diluted with water and extracted with ethyl acetate. The organic layer was dried over magnesium sulfate, evaporated and dri...